From a dataset of the Open Reaction Database (ORD), a public repository of structured organic reaction records. describe an organic reaction: reactants, conditions, products, and yield The reactants are O=C([O-])[O-], CN1CCNCC1, [Cs+], [Cs+], O=C(NC1CCC(CCN2CCC(C(=O)c3ccc(F)cc3)CC2)CC1)c1ccc(Br)cn1, C1COCCO1, O, CC1(C)c2cccc(P(c3ccccc3)c3ccccc3)c2Oc2c(P(c3ccccc3)c3ccccc3)cccc21. Yields the product CN1CCN(c2ccc(C(=O)NC3CCC(CCN4CCC(C(=O)c5ccc(F)cc5)CC4)CC3)nc2)CC1. RXN SMILES: [C:83](=[O:84])([O-:85])[O-:86].[CH3:34][N:35]1[CH2:36][CH2:37][NH:38][CH2:39][CH2:40]1.[Cs+:87].[Cs+:88].[F:1][c:2]1[cH:3][cH:4][c:5]([C:6](=[O:7])[CH:8]2[CH2:9][CH2:10][N:11]([CH2:14][CH2:15][CH:16]3[CH2:17][CH2:18][CH:19]([NH:22][C:23](=[O:24])[c:25]4[n:26][cH:27][c:28]([Br:31])[cH:29][cH:30]4)[CH2:20][CH2:21]3)[CH2:12][CH2:13]2)[cH:32][cH:33]1.[O:90]1[CH2:91][CH2:92][O:93][CH2:94][CH2:95]1.[OH2:89].[c:41]1([P:42]([c:43]2[cH:44][cH:45][cH:46][cH:47][cH:48]2)[c:49]2[c:50]3[c:74]([cH:75][cH:76][cH:77]2)[C:71]([CH3:72])([CH3:73])[c:53]2[c:52]([c:57]([P:58]([c:59]4[cH:60][cH:61][cH:62][cH:63][cH:64]4)[c:65]4[cH:66][cH:67][cH:68][cH:69][cH:70]4)[cH:56][cH:55][cH:54]2)[O:51]3)[cH:78][cH:79][cH:80][cH:81][cH:82]1>>[F:1][c:2]1[cH:3][cH:4][c:5]([C:6](=[O:7])[CH:8]2[CH2:9][CH2:10][N:11]([CH2:14][CH2:15][CH:16]3[CH2:17][CH2:18][CH:19]([NH:22][C:23](=[O:24])[c:25]4[n:26][cH:27][c:28]([N:38]5[CH2:37][CH2:36][N:35]([CH3:34])[CH2:40][CH2:39]5)[cH:29][cH:30]4)[CH2:20][CH2:21]3)[CH2:12][CH2:13]2)[cH:32][cH:33]1.